Task: describe an organic reaction: reactants, conditions, products, and yield. Dataset: the Open Reaction Database (ORD), a public repository of structured organic reaction records Reactants: COC=1C=C(C(=O)N2CC(CC2)(C2=CC(=C(C=C2)F)F)CCN2CCC(CC2)NC2=NC3=C(N2CC=2N(C=CN2)CC2=CC=CC=C2)C=CC=C3)C=C(C1OC)OC (1-(3,4,5-trimethoxybenzoyl)-3-(2-(4-(1-(1-benzyl-1H-imidazol-2-ylmethyl)-1H-benzimidazol-2-yl-amino)piperidin-1-yl)ethyl)-3-(3,4-difluorophenyl) pyrrolidine), C(=O)[O-].[NH4+] (ammonium formate). The reagents and catalysts are [Pd] (palladium-on-carbon). The solvent is CO (methanol). Conditions: time 18 hour. The product is COC=1C=C(C(=O)N2CC(CC2)(C2=CC(=C(C=C2)F)F)CCN2CCC(CC2)NC2=NC3=C(N2CC=2NC=CN2)C=CC=C3)C=C(C1OC)OC (1-(3,4,5-trimethoxybenzoyl)-3-(2-(4-(1-(1H-imidazol-2-ylmethyl)-1H-benzimidazol-2-yl-amino)piperidin-1-yl)ethyl)-3-(3,4-difluorophenyl) pyrrolidine). As a reaction SMILES: [CH3:1][O:2][C:3]1[CH:4]=[C:5]([CH:52]=[C:53]([O:57][CH3:58])[C:54]=1[O:55][CH3:56])[C:6]([N:8]1[CH2:12][CH2:11][C:10]([CH2:21][CH2:22][N:23]2[CH2:28][CH2:27][CH:26]([NH:29][C:30]3[N:34]([CH2:35][C:36]4[N:37](CC5C=CC=CC=5)[CH:38]=[CH:39][N:40]=4)[C:33]4[CH:48]=[CH:49][CH:50]=[CH:51][C:32]=4[N:31]=3)[CH2:25][CH2:24]2)([C:13]2[CH:18]=[CH:17][C:16]([F:19])=[C:15]([F:20])[CH:14]=2)[CH2:9]1)=[O:7].C([O-])=O.[NH4+]>CO.[Pd]>[CH3:58][O:57][C:53]1[CH:52]=[C:5]([CH:4]=[C:3]([O:2][CH3:1])[C:54]=1[O:55][CH3:56])[C:6]([N:8]1[CH2:12][CH2:11][C:10]([CH2:21][CH2:22][N:23]2[CH2:28][CH2:27][CH:26]([NH:29][C:30]3[N:34]([CH2:35][C:36]4[NH:40][CH:39]=[CH:38][N:37]=4)[C:33]4[CH:48]=[CH:49][CH:50]=[CH:51][C:32]=4[N:31]=3)[CH2:25][CH2:24]2)([C:13]2[CH:18]=[CH:17][C:16]([F:19])=[C:15]([F:20])[CH:14]=2)[CH2:9]1)=[O:7] |f:1.2|. Reported procedure: Combine 1-(3,4,5-trimethoxybenzoyl)-3-(2-(4-(1-(1-benzyl-1H-imidazol-2-ylmethyl)-1H-benzimidazol-2-yl-amino)piperidin-1-yl)ethyl)-3-(3,4-difluorophenyl) pyrrolidine (5 mmol) and 10% palladium-on-carbon (1.5 g) in methanol (50 mL). Add anhydrous ammonium formate (25 mmol). Heat to reflux. After 18 hours, filter, rinse with dichloromethane, and evaporate the filtrate in vacuo to give the title compound. The reactants are NC1=CC(CC(C1)(C)C)=O (3-Amino-5,5-dimethyl-2-cyclohexen-1-one), O(C1=CC=CC=C1)C=1C=C(C=O)C=CC1 (3-phenoxybenzaldehyde). Product: CC1(CC(C=2C(C=3C(CC(CC3NC2C1)(C)C)=O)C1=CC(=CC=C1)OC1=CC=CC=C1)=O)C (3,4,6,7,9,10-hexahydro-3,3,6,6-tetramethyl-9-(3-phenoxyphenyl)-1,8(2H,5H)-acridinedione). Reaction SMILES: [NH2:1][C:2]1[CH2:7][C:6]([CH3:9])([CH3:8])[CH2:5][C:4](=[O:10])[CH:3]=1.[O:11]([C:18]1[CH:19]=[C:20]([CH:23]=[CH:24][CH:25]=1)[CH:21]=O)[C:12]1[CH:17]=[CH:16][CH:15]=[CH:14][CH:13]=1>>[CH3:8][C:6]1([CH3:9])[CH2:7][C:2]2[NH:1][C:2]3[CH2:7][C:6]([CH3:9])([CH3:8])[CH2:5][C:4](=[O:10])[C:3]=3[CH:21]([C:20]3[CH:23]=[CH:24][CH:25]=[C:18]([O:11][C:12]4[CH:17]=[CH:16][CH:15]=[CH:14][CH:13]=4)[CH:19]=3)[C:3]=2[C:4](=[O:10])[CH2:5]1. Reported procedure: 3-Amino-5,5-dimethyl-2-cyclohexen-1-one was reacted with 3-phenoxybenzaldehyde in an analogous manner to that described in Example 1 to give 3,4,6,7,9,10-hexahydro-3,3,6,6-tetramethyl-9-(3-phenoxyphenyl)-1,8(2H,5H)-acridinedione. Crystallization from dimethylformamide/water gave a yellow crystalline solid of melting point 205-207° C. The reactants are Cc1ccccc1, [KH], C1CCOC1, O, CCCCCCCCCCOc1cnc(-c2ccc(CCCC(O)C(F)(F)F)cc2)nc1, CCCCCCCCOS(=O)(=O)c1ccc(C)cc1. The product is CCCCCCCCCCOc1cnc(-c2ccc(CCCC(OCCCCCCCC)C(F)(F)F)cc2)nc1. RXN SMILES: [CH3:59][c:60]1[cH:61][cH:62][cH:63][cH:64][cH:65]1.[KH:33].[O:54]1[CH2:55][CH2:56][CH2:57][CH2:58]1.[OH2:53].[OH:1][CH:2]([CH2:3][CH2:4][CH2:5][c:6]1[cH:7][cH:8][c:9](-[c:12]2[n:13][cH:14][c:15]([O:18][CH2:19][CH2:20][CH2:21][CH2:22][CH2:23][CH2:24][CH2:25][CH2:26][CH2:27][CH3:28])[cH:16][n:17]2)[cH:10][cH:11]1)[C:29]([F:30])([F:31])[F:32].[c:34]1([CH3:35])[cH:36][cH:37][c:38]([S:39]([O:40][CH2:44][CH2:45][CH2:46][CH2:47][CH2:48][CH2:49][CH2:50][CH3:51])(=[O:41])=[O:42])[cH:43][cH:52]1>>[O:1]([CH:2]([CH2:3][CH2:4][CH2:5][c:6]1[cH:7][cH:8][c:9](-[c:12]2[n:13][cH:14][c:15]([O:18][CH2:19][CH2:20][CH2:21][CH2:22][CH2:23][CH2:24][CH2:25][CH2:26][CH2:27][CH3:28])[cH:16][n:17]2)[cH:10][cH:11]1)[C:29]([F:30])([F:31])[F:32])[CH2:44][CH2:45][CH2:46][CH2:47][CH2:48][CH2:49][CH2:50][CH3:51]. The reactants are COC1=NC=C(C=N1)B(O)O (2-methoxypyrimidin-5-ylboronic acid), ClC1=C(C=CC(=N1)NC(=O)C1(CC1)C1=CC2=C(OC(O2)(F)F)C=C1)C (N-(6-chloro-5-methylpyridin-2-yl)-1-(2,2-difluorobenzo[d][1,3]dioxol-5-yl)cyclopropane-carboxamide). Reagents/catalysts: C=1C=CC(=CC1)[P](C=2C=CC=CC2)(C=3C=CC=CC3)[Pd]([P](C=4C=CC=CC4)(C=5C=CC=CC5)C=6C=CC=CC6)([P](C=7C=CC=CC7)(C=8C=CC=CC8)C=9C=CC=CC9)[P](C=1C=CC=CC1)(C=1C=CC=CC1)C=1C=CC=CC1 (Pd(PPh3)4). Solvent: COCCOC (DME), C(=O)([O-])[O-].[Na+].[Na+] (Na2CO3). Reaction conditions: temperature 120 celsius. Product: FC1(OC2=C(O1)C=CC(=C2)C2(CC2)C(=O)NC2=NC(=C(C=C2)C)C=2C=NC(=NC2)OC)F (1-(2,2-difluorobenzo[d][1,3]dioxol-5-yl)-N-(6-(2-methoxypyrimidin-5-yl)-5-methylpyridin-2-yl)cyclopropanecarboxamide). Isolated yield 63.6%. As a reaction SMILES: [CH3:1][O:2][C:3]1[N:8]=[CH:7][C:6](B(O)O)=[CH:5][N:4]=1.Cl[C:13]1[N:18]=[C:17]([NH:19][C:20]([C:22]2([C:25]3[CH:35]=[CH:34][C:28]4[O:29][C:30]([F:33])([F:32])[O:31][C:27]=4[CH:26]=3)[CH2:24][CH2:23]2)=[O:21])[CH:16]=[CH:15][C:14]=1[CH3:36]>COCCOC.C([O-])([O-])=O.[Na+].[Na+].C1C=CC([P]([Pd]([P](C2C=CC=CC=2)(C2C=CC=CC=2)C2C=CC=CC=2)([P](C2C=CC=CC=2)(C2C=CC=CC=2)C2C=CC=CC=2)[P](C2C=CC=CC=2)(C2C=CC=CC=2)C2C=CC=CC=2)(C2C=CC=CC=2)C2C=CC=CC=2)=CC=1>[F:33][C:30]1([F:32])[O:29][C:28]2[CH:34]=[CH:35][C:25]([C:22]3([C:20]([NH:19][C:17]4[CH:16]=[CH:15][C:14]([CH3:36])=[C:13]([C:6]5[CH:5]=[N:4][C:3]([O:2][CH3:1])=[N:8][CH:7]=5)[N:18]=4)=[O:21])[CH2:24][CH2:23]3)=[CH:26][C:27]=2[O:31]1 |f:3.4.5,^1:52,54,73,92|. Procedure: To a mixture of 2-methoxypyrimidin-5-ylboronic acid (92 mg, 0.60 mmol) and N-(6-chloro-5-methylpyridin-2-yl)-1-(2,2-difluorobenzo[d][1,3]dioxol-5-yl)cyclopropane-carboxamide (180 mg, 0.50 mmol) in DME (3 mL) and 2 M Na2CO3 (1 mL) was added Pd(PPh3)4 (29 mg, 0.025 mmol). The mixture was heated in a microwave oven at 120° C. for 30 min. The mixture was partitioned between ethyl acetate and H2O and the aqueous layer was extracted with ethyl acetate (3×). The combined organic layers were washed with... Starting materials: BrCCCCl (1-bromo-3-chloropropane), 29.2, C(C)C1=NC2=C(N1)C=CC=C2 (2-ethyl-1H-benzimidazole), [OH-].[Na+] (sodium hydroxide). The reagents and catalysts are [Cl-].C(C)[N+](CC1=CC=CC=C1)(CC)CC (N,N,N-triethylbenzenemethanaminium chloride). Run in CC1=CC=CC=C1 (Methylbenzene). Conditions: temperature 65 celsius, time 30 minute. Product: ClCCCN1C(=NC2=C1C=CC=C2)CC (1-(3-chloropropyl)-2-ethyl-1H-benzimidazole). Reaction SMILES: [CH2:1]([C:3]1[NH:7][C:6]2[CH:8]=[CH:9][CH:10]=[CH:11][C:5]=2[N:4]=1)[CH3:2].[OH-].[Na+].Br[CH2:15][CH2:16][CH2:17][Cl:18]>[Cl-].C([N+](CC)(CC)CC1C=CC=CC=1)C.CC1C=CC=CC=1>[Cl:18][CH2:17][CH2:16][CH2:15][N:7]1[C:6]2[CH:8]=[CH:9][CH:10]=[CH:11][C:5]=2[N:4]=[C:3]1[CH2:1][CH3:2] |f:1.2,4.5|. Procedure details: To a stirred mixture of 29.2 parts of 2-ethyl-1H-benzimidazole, 5 parts of N,N,N-triethylbenzenemethanaminium chloride and 300 parts of a sodium hydroxide solution 60% are added 60 parts of 1-bromo-3-chloropropane. The whole is heated to about 65° C. and stirring is continued for 30 minutes at this temperature. Methylbenzene is added and the whole is poured onto water. The organic phase is separated, dried, filtered and evaporated. The residue is purified twice by column-chromatography over sili... Reactants: C1(CCCCC1)CN (cyclohexylmethylamine), [N+](=O)([O-])C1=C(C=C(C=C1)Cl)[N+](=O)[O-] (1,2-dinitro-4-chlorobenzene). Run in C(C)O (ethanol), C(C)O (ethanol). Reaction conditions: time 2 hour. The product is ClC1=CC(=C(C=C1)[N+](=O)[O-])NCC1CCCCC1 (4-Chloro-1-nitro-2-(cyclohexylmethyl)aminobenzene). Isolated yield 39.2%. RXN SMILES: [CH:1]1([CH2:7][NH2:8])[CH2:6][CH2:5][CH2:4][CH2:3][CH2:2]1.[N+:9]([C:12]1[CH:17]=[CH:16][C:15]([Cl:18])=[CH:14][C:13]=1[N+]([O-])=O)([O-:11])=[O:10]>C(O)C>[Cl:18][C:15]1[CH:16]=[CH:17][C:12]([N+:9]([O-:11])=[O:10])=[C:13]([NH:8][CH2:7][CH:1]2[CH2:6][CH2:5][CH2:4][CH2:3][CH2:2]2)[CH:14]=1. Procedure: A solution of 13.6 g of cyclohexylmethylamine in 10 ml of 95° ethanol is added dropwise to a solution of 8.1 g of 1,2-dinitro-4-chlorobenzene in 20 ml of 95° ethanol. The temperature rises to 50° C. The reaction medium is stirred for 2 hours and the solvent is then evaporated off under vacuum. The residue is taken up with DCM, washed with water, then with 2N hydrochloric acid and then with water and dried over Na2SO4 and the solvent is then evaporated off under vacuum. The residue is chromatogra...